Dataset: the Open Reaction Database (ORD), a public repository of structured organic reaction records. Task: describe an organic reaction: reactants, conditions, products, and yield Reactants: 4-1-ethoxytehoxy, COC1=C(C=CC(=C1OC)OC)C(C#CC)=O (1-(2,3.4-trimethoxyphenyl)-2 -butyn-1-one), Cl (hydrochloric acid), O1CCCC1 (tetrahydrofuran). Reaction conditions: time 30 minute. Yields the product OCC#CC(=O)C1=C(C(=C(C=C1)OC)OC)OC (4-hydroxy-1-(2,3,4 -trimethoxyphenyl)-2-butyn-1-one). As a reaction SMILES: [CH3:1][O:2][C:3]1[C:8]([O:9][CH3:10])=[C:7]([O:11][CH3:12])[CH:6]=[CH:5][C:4]=1[C:13](=[O:17])[C:14]#[C:15][CH3:16].Cl.[O:19]1CCCC1>>[OH:19][CH2:16][C:15]#[C:14][C:13]([C:4]1[CH:5]=[CH:6][C:7]([O:11][CH3:12])=[C:8]([O:9][CH3:10])[C:3]=1[O:2][CH3:1])=[O:17]. Procedure details: A solution of 8.3 g (27.6 mmol) of 4-1-ethoxytehoxy)- 1-(2,3.4-trimethoxyphenyl)-2 -butyn-1-one in 95 ml of tetrahydrofuran was treated at room temperature with 27.5 ml of 2N hydrochloric acid, whereupon the mixture was stirred for 30 minutes. The reaction mixture was then extracted twice with ethyl acetate. The combined organic phases were washed in succession with saturated sodium carbonate solution and with water, dried over magnesium sulphate and concentrated. Crystallization of the residue ... Reactants: C(C1CO1)OCCCCOC=C (vinyloxybutyl glycidyl ether), paratoluenesulfonic acid, O (water), acetal. Run at time 1 hour. Yields the product C(C1CO1)OC(CCC)O (butanediol monoglycidyl ether). Isolated yield 99.0%. Reaction SMILES: [CH2:1]([O:5][CH2:6][CH2:7][CH2:8][CH2:9]OC=C)[CH:2]1[O:4][CH2:3]1.[OH2:13]>>[CH2:1]([O:5][CH:6]([OH:13])[CH2:7][CH2:8][CH3:9])[CH:2]1[O:4][CH2:3]1. Procedure details: 5.0 g of paratoluenesulfonic acid and 140 g of pure water were charged in a 1 L four-necked separable flask, and a vacuum pump equipped with a stirrer, a thermometer, an air introduction tube and a cooling trap was installed. Under stirring, 500 g of the vinyloxybutyl glycidyl ether synthesized above was slowly added to the flask while the liquid temperature was adjusted so as to be kept at 40° C. After the addition was completed, the pressure was reduced to 20 kPa, and stirring was continued fo... The reactants are CC(=O)CCc1cc(C(C)(C)C)c(O)c(C(C)(C)C)c1, CCO, O=[Cr]([O-])[O-], [Cu+2]. Product: CC(O)CCc1cc(C(C)(C)C)c(O)c(C(C)(C)C)c1. Reaction SMILES: [C:1]([CH3:2])([CH3:3])([CH3:4])[c:5]1[cH:6][c:7]([CH2:16][CH2:17][C:18]([CH3:19])=[O:20])[cH:8][c:9]([C:12]([CH3:13])([CH3:14])[CH3:15])[c:10]1[OH:11].[CH3:21][CH2:22][OH:23].[Cr:24]([O-:25])([O-:26])=[O:27].[Cu+2:28]>>[C:1]([CH3:2])([CH3:3])([CH3:4])[c:5]1[cH:6][c:7]([CH2:16][CH2:17][CH:18]([CH3:19])[OH:20])[cH:8][c:9]([C:12]([CH3:13])([CH3:14])[CH3:15])[c:10]1[OH:11]. Reactants: [Al+3], Cc1ccccc1, [Cl-], [Cl-], [Cl-], O=C(Cl)CCCCl, S=C=S. Product: Cc1ccc(C(=O)CCCCl)cc1. As a reaction SMILES: [Al+3:16].[CH3:1][c:2]1[cH:3][cH:4][cH:5][cH:6][cH:7]1.[Cl-:15].[Cl-:17].[Cl-:18].[Cl:8][CH2:9][CH2:10][CH2:11][C:12](=[O:13])[Cl:14].[S:19]=[C:20]=[S:21]>>[CH3:1][c:2]1[cH:3][cH:4][c:5]([C:12]([CH2:11][CH2:10][CH2:9][Cl:8])=[O:13])[cH:6][cH:7]1. Starting materials: FC1=C(COC2=CC(NC=C2)=O)C=CC(=C1)F (4-(2,4-difluorobenzyloxy)pyridin-2(1H)-one), BrC=1C=CC=2C3=C(N(C2C1)C)CCN(CC3)C(=O)OC(C)(C)C (tert-butyl 8-bromo-6-methyl-1,2,4,5-tetrahydroazepino[4,5-b]indole-3(6H)-carboxylate), OC=1C=CC=C2C=CC=NC12 (8-hydroxyquinoline), C(=O)([O-])[O-].[Cs+].[Cs+] (Cs2CO3), Cl (HCl). The reagents and catalysts are [Cu]I (CuI). The solvent is CS(=O)C (DMSO), CCOCC (Et2O), C(Cl)Cl (CH2Cl2). Conditions: temperature 135 celsius, time 2 day. Product: Cl.FC1=C(COC2=CC(N(C=C2)C=2C=CC=3C4=C(N(C3C2)C)CCNCC4)=O)C=CC(=C1)F (4-(2,4-Difluorobenzyloxy)-1-(6-methyl-1,2,3,4,5,6-hexahydroazepino[4,5-b]indol-8-yl)pyridin-2(1H)-one hydrochloride). Isolated yield 48.0%. Reaction SMILES: [F:1][C:2]1[CH:16]=[C:15]([F:17])[CH:14]=[CH:13][C:3]=1[CH2:4][O:5][C:6]1[CH:11]=[CH:10][NH:9][C:8](=[O:12])[CH:7]=1.Br[C:19]1[CH:20]=[CH:21][C:22]2[C:23]3[CH2:33][CH2:32][N:31](C(OC(C)(C)C)=O)[CH2:30][CH2:29][C:24]=3[N:25]([CH3:28])[C:26]=2[CH:27]=1.OC1C=CC=C2C=1N=CC=C2.C([O-])([O-])=O.[Cs+].[Cs+].[ClH:58]>CS(C)=O.CCOCC.C(Cl)Cl.[Cu]I>[ClH:58].[F:1][C:2]1[CH:16]=[C:15]([F:17])[CH:14]=[CH:13][C:3]=1[CH2:4][O:5][C:6]1[CH:11]=[CH:10][N:9]([C:19]2[CH:20]=[CH:21][C:22]3[C:23]4[CH2:33][CH2:32][NH:31][CH2:30][CH2:29][C:24]=4[N:25]([CH3:28])[C:26]=3[CH:27]=2)[C:8](=[O:12])[CH:7]=1 |f:3.4.5,11.12|. Procedure: A suspension of 4-(2,4-difluorobenzyloxy)pyridin-2(1H)-one (114 mg, 0.479 mmol), tert-butyl 8-bromo-6-methyl-1,2,4,5-tetrahydroazepino[4,5-b]indole-3(6H)-carboxylate (165 mg, 0.435 mmol), CuI (99 mg, 0.52 mmol), 8-hydroxyquinoline (13 mg, 0.087 mmol) and Cs2CO3 (156 mg, 0.479 mmol) in DMSO (10 mL) was degassed under reduced pressure for 45 min. The suspension was put under N2 and stirred at 135° C. for 2 d. The suspension was cooled, 9:0.9:0.1 CH2Cl2/MeOH/NH4OH (10 mL) was added, and the resulti... Reactants: C1(=CC=CC=C1)C(C#N)CC1=CC=C(C=C1)C (2-phenyl-3-(p-tolyl)-propionitrile), [OH-].[Na+] (sodium hydroxide), OO (hydrogen peroxide). The reagents and catalysts are [Br-].C(CCC)[N+](CCCC)(CCCC)CCCC (tetra-n-butylammoniumbromide). Solvent: CO (methanol). The product is C1(=CC=CC=C1)C(C(=O)N)CC1=CC=C(C=C1)C (2-phenyl-3-(p-tolyl)-propionamide). Isolated yield 98.0%. As a reaction SMILES: [C:1]1([CH:7]([CH2:10][C:11]2[CH:16]=[CH:15][C:14]([CH3:17])=[CH:13][CH:12]=2)[C:8]#[N:9])[CH:6]=[CH:5][CH:4]=[CH:3][CH:2]=1.[OH-:18].[Na+].OO>[Br-].C([N+](CCCC)(CCCC)CCCC)CCC.CO>[C:1]1([CH:7]([CH2:10][C:11]2[CH:12]=[CH:13][C:14]([CH3:17])=[CH:15][CH:16]=2)[C:8]([NH2:9])=[O:18])[CH:2]=[CH:3][CH:4]=[CH:5][CH:6]=1 |f:1.2,4.5|. Reported procedure: 221.3 Grams of 2-phenyl-3-(p-tolyl)-propionitrile (II-1), 40 g of a 25% aqueous sodium hydroxide solution, 291.5 g of a 35% aqueous hydrogen peroxide solution and 3.22 g of tetra-n-butylammoniumbromide were mixed at 50° C. for 4 hours in 663.9 g of methanol. After the reaction was completed, methanol was distilled off. The formed precipitates were filtered out, and washed with water to obtain 234.5 g of 2-phenyl-3-(p-tolyl)-propionamide (m.p.: 150°-151° C.) (I-I) in a yield of 98%. As a reaction SMILES: [C:1]([O:2][C:3](=[O:4])[NH:8][NH:9][c:10]1[cH:11][cH:12][c:13]([C:16]([NH:17][CH:18]2[CH2:19][C:20]([CH3:27])([CH3:28])[N:21]([CH3:26])[C:22]([CH3:24])([CH3:25])[CH2:23]2)=[O:29])[cH:14][cH:15]1)([CH3:5])([CH3:6])[CH3:7].[ClH:30].[O:31]1[CH2:32][CH2:33][O:34][CH2:35][CH2:36]1>>[NH2:8][NH:9][c:10]1[cH:11][cH:12][c:13]([C:16]([NH:17][CH:18]2[CH2:19][C:20]([CH3:27])([CH3:28])[N:21]([CH3:26])[C:22]([CH3:24])([CH3:25])[CH2:23]2)=[O:29])[cH:14][cH:15]1. Reactants: CN1C(C)(C)CC(NC(=O)c2ccc(NNC(=O)OC(C)(C)C)cc2)CC1(C)C, Cl, C1COCCO1. Yields the product CN1C(C)(C)CC(NC(=O)c2ccc(NN)cc2)CC1(C)C.